From a dataset of the Open Reaction Database (ORD), a public repository of structured organic reaction records. describe an organic reaction: reactants, conditions, products, and yield The reactants are COCC(C)NC(=O)C=1C=C(C=C(C1)I)C1=CC=C(C=C1)C (5-iodo-4′-methyl-biphenyl-3-carboxylic acid (2-methoxy-1-methyl-ethyl)-amide), N1N=CC=C1 (pyrazole), N1=CC=CC2=CC=C3C=CC=NC3=C12 (1,10-phenanthroline), C(=O)([O-])[O-].[Cs+].[Cs+] (Cs2CO3). Reagents/catalysts: [Cu]I (CuI). Solvent: CN(C)C=O (DMF), C(C)(=O)OCC (ethyl acetate). Yields the product COCC(C)NC(=O)C=1C=C(C=C(C1)N1N=CC=C1)C1=CC=C(C=C1)C (4′-Methyl-5-pyrazol-1-yl-biphenyl-3-carboxylic acid (2-methoxy-1-methyl-ethyl)-amide). RXN SMILES: [CH3:1][O:2][CH2:3][CH:4]([NH:6][C:7]([C:9]1[CH:10]=[C:11]([C:16]2[CH:21]=[CH:20][C:19]([CH3:22])=[CH:18][CH:17]=2)[CH:12]=[C:13](I)[CH:14]=1)=[O:8])[CH3:5].[NH:23]1[CH:27]=[CH:26][CH:25]=[N:24]1.N1C2C(=CC=C3C=2N=CC=C3)C=CC=1.C([O-])([O-])=O.[Cs+].[Cs+]>CN(C=O)C.C(OCC)(=O)C.[Cu]I>[CH3:1][O:2][CH2:3][CH:4]([NH:6][C:7]([C:9]1[CH:10]=[C:11]([C:16]2[CH:21]=[CH:20][C:19]([CH3:22])=[CH:18][CH:17]=2)[CH:12]=[C:13]([N:23]2[CH:27]=[CH:26][CH:25]=[N:24]2)[CH:14]=1)=[O:8])[CH3:5] |f:3.4.5|. Reported procedure: To a stirred solution of 5-iodo-4′-methyl-biphenyl-3-carboxylic acid (2-methoxy-1-methyl-ethyl)-amide (0.15 g, 0.367 mmol) in 1 ml DMF was added pyrazole (0.062 g, 0.917 mmol), CuI (0.03667 mmol), 1,10-phenanthroline (0.0734 mmol) and Cs2CO3 (0.734 mmol). The mixture was subjected to microwave irridation at 150° C. for 45 minutes. The reaction mixture was diluted with ethyl acetate, washed with water and brine, dried over anhydrous Na2SO4, filtered and concentrated under reduced pressure. The re... Reactants: [Na+].ClC=1C=CC(=C(C1)NCC(=O)[O-])C(=O)O (5-chloro-2-carboxyphenylglycine sodium salt), C(=O)=O (carbon dioxide), C(C)(=O)OC(C)=O (acetic anhydride), C(C)(=O)[O-].[Na+] (sodium acetate). Reaction conditions: temperature 0 celsius, time 1 hour. The product is CC(=O)N1C=C(C2=C1C=C(C=C2)Cl)OC(=O)C (6-Chloroindoxyl-1,3-diacetate). Reaction SMILES: [Na+].[Cl:2][C:3]1[CH:4]=[CH:5]C(C(O)=O)=[C:7]([NH:9][CH2:10]C([O-])=O)[CH:8]=1.[C:17]([O:20][C:21](=O)[CH3:22])(=[O:19])[CH3:18].[C:24]([O-:27])(=O)[CH3:25].[Na+].C(=O)=O>>[CH3:25][C:24]([N:9]1[C:7]2[CH:8]=[C:3]([Cl:2])[CH:4]=[CH:5][C:22]=2[C:21]([O:20][C:17]([CH3:18])=[O:19])=[CH:10]1)=[O:27] |f:0.1,3.4|. Procedure: Into a 5 L, 3-neck flask equipped with mechanical stirring, reflux condenser and gas evolution bubbler was placed 335 g (1.33M) of 5-chloro-2-carboxyphenylglycine sodium salt, 2.3 l acetic anhydride and 421 g of anhydrous sodium acetate. The mixture was brought to reflux and maintained for 3 hours until the evolution of carbon dioxide was nearly complete. The mixture was placed in a beaker while hot and chilled to 0° C. overnight. The next day, the product was filtered off and mixed with 2 L wat... As a reaction SMILES: O[Li].O.C[O:5][C:6](=[O:36])[CH2:7][C@@H:8]([OH:35])[C:9]([N:11]1[CH2:16][CH2:15][N:14]([C:17]2[C:26]3[C:21](=[CH:22][C:23]([CH3:27])=[CH:24][CH:25]=3)[N:20]=[C:19]([C:28]3[CH:33]=[CH:32][CH:31]=[CH:30][C:29]=3[OH:34])[N:18]=2)[CH2:13][CH2:12]1)=[O:10].Cl>C1COCC1.O>[OH:35][C@@H:8]([C:9]([N:11]1[CH2:12][CH2:13][N:14]([C:17]2[C:26]3[C:21](=[CH:22][C:23]([CH3:27])=[CH:24][CH:25]=3)[N:20]=[C:19]([C:28]3[CH:33]=[CH:32][CH:31]=[CH:30][C:29]=3[OH:34])[N:18]=2)[CH2:15][CH2:16]1)=[O:10])[CH2:7][C:6]([OH:36])=[O:5] |f:0.1,4.5|. Isolated yield 74.5%. Reactants: O[Li].O (LiOH.H2O), COC(C[C@H](C(=O)N1CCN(CC1)C1=NC(=NC2=CC(=CC=C12)C)C1=C(C=CC=C1)O)O)=O ((R)-3-hydroxy-4-{4-[2-(2-hydroxy-phenyl)-7-methyl-quinazolin-4-yl]-piperazin-1-yl}-4-oxo-butyric acid methyl ester), Cl (HCl). Solvent: C1CCOC1.O (THF H2O). Conditions: time 3 hour. Reported procedure: LiOH.H2O (19.8 mg, 0.47 mmol) was added to a solution of (R)-3-hydroxy-4-{4-[2-(2-hydroxy-phenyl)-7-methyl-quinazolin-4-yl]-piperazin-1-yl}-4-oxo-butyric acid methyl ester (71 mg, 0.16 mmol) in 2 mL THF:H2O (1:1) and stirred at room temperature for 3 h. The reaction mixture was acidified with 1 M HCl and then extracted with EtOAc. After drying the organic layer over Na2SO4, it was concentrated and then purified via silica gel chromatography using 0-15% MeOH/CH2Cl2 to provide (R)-3-hydroxy-4-{4-[... Yields the product O[C@H](CC(=O)O)C(=O)N1CCN(CC1)C1=NC(=NC2=CC(=CC=C12)C)C1=C(C=CC=C1)O ((R)-3-hydroxy-4-{4-[2-(2-hydroxy-phenyl)-7-methyl-quinazolin-4-yl]-piperazin-1-yl}-4-oxo-butyric acid). Starting materials: BrC(C(=O)C=1C=CC2=C(NC(C(O2)CC)=O)C1)C (6-(2-bromopropionyl)-2-ethyl-3-oxo-3,4-dihydro-2H-1,4-benzoxazine), NC1=NC=CC(=C1)C (2-amino-4-methylpyridine). Yields the product CC1=C(N=C2N1C=CC(=C2)C)C=2C=CC1=C(NC(C(O1)CC)=O)C2 (6-(3,7-Dimethylimidazo[1,2-a]pyridin-2-yl)-2-ethyl-3-oxo-3,4-dihydro-2H-1,4-benzoxazine). Yield: 25.5%. Reaction SMILES: Br[CH:2]([CH3:18])[C:3]([C:5]1[CH:6]=[CH:7][C:8]2[O:13][CH:12]([CH2:14][CH3:15])[C:11](=[O:16])[NH:10][C:9]=2[CH:17]=1)=O.[NH2:19][C:20]1[CH:25]=[C:24]([CH3:26])[CH:23]=[CH:22][N:21]=1>>[CH3:18][C:2]1[N:21]2[CH:22]=[CH:23][C:24]([CH3:26])=[CH:25][C:20]2=[N:19][C:3]=1[C:5]1[CH:6]=[CH:7][C:8]2[O:13][CH:12]([CH2:14][CH3:15])[C:11](=[O:16])[NH:10][C:9]=2[CH:17]=1. Reported procedure: 6-(3,7-Dimethylimidazo[1,2-a]pyridin-2-yl)-2-ethyl-3-oxo-3,4-dihydro-2H-1,4-benzoxazine (0.82 g) was prepared in substantially the same manner as that of Example 16 from 6-(2-bromopropionyl)-2-ethyl-3-oxo-3,4-dihydro-2H-1,4-benzoxazine (3.12 g) and 2-amino-4-methylpyridine (3.24 g). mp. 194°-195° C (dec.). The reactants are C1=NC=CC2=CC(=CC=C12)C1=NN=C(S1)NC(OC(C)(C)C)=O (tert-butyl 5-(isoquinolin-6-yl)-1,3,4-thiadiazol-2-ylcarbamate), C([O-])([O-])=O.[Cs+].[Cs+] (cesium carbonate), FC(C1=CC=C(C=C1)[C@@H]1CCN2S(OC[C@@H]21)(=O)=O)(F)F ((3aS,4S)-4-(4-(trifluoromethyl)phenyl)tetrahydro-3H-pyrrolo[1,2-c][1,2,3]oxathiazole 1,1-dioxide). The solvent is CN(C)C=O (DMF), CN(C)C=O (DMF). Reaction conditions: temperature 120 celsius, time 1 hour. Product: C1=NC=CC2=CC(=CC=C12)C1=NN=C(S1)NC[C@H]1NCC[C@H]1C1=CC=C(C=C1)C(F)(F)F (5-(isoquinolin-6-yl)-N-(((2S,3S)-3-(4-(trifluoromethyl)phenyl)pyrrolidin-2-yl)methyl)-1,3,4-thiadiazol-2-amine). Yield: 10.2%. As a reaction SMILES: [CH:1]1[C:10]2[C:5](=[CH:6][C:7]([C:11]3[S:15][C:14]([NH:16][C:17](=O)OC(C)(C)C)=[N:13][N:12]=3)=[CH:8][CH:9]=2)[CH:4]=[CH:3][N:2]=1.C(=O)([O-])[O-].[Cs+].[Cs+].[F:30][C:31]([F:49])([F:48])[C:32]1[CH:37]=[CH:36][C:35]([C@H:38]2[C@@H:45]3[N:41](S(=O)(=O)OC3)[CH2:40][CH2:39]2)=[CH:34][CH:33]=1>CN(C=O)C>[CH:1]1[C:10]2[C:5](=[CH:6][C:7]([C:11]3[S:15][C:14]([NH:16][CH2:17][C@@H:45]4[C@H:38]([C:35]5[CH:36]=[CH:37][C:32]([C:31]([F:30])([F:48])[F:49])=[CH:33][CH:34]=5)[CH2:39][CH2:40][NH:41]4)=[N:13][N:12]=3)=[CH:8][CH:9]=2)[CH:4]=[CH:3][N:2]=1 |f:1.2.3|. Procedure: To a stirred mixture of tert-butyl 5-(isoquinolin-6-yl)-1,3,4-thiadiazol-2-ylcarbamate (99 mg, 0.30 mmol) and cesium carbonate (154 mg, 0.47 mmol) in DMF (1.0 mL) was added slowly a solution of (3aS,4S)-4-(4-(trifluoromethyl)phenyl)tetrahydro-3H-pyrrolo[1,2-c][1,2,3]oxathiazole 1,1-dioxide (58 mg, 0.19 mmol) in DMF (1.0 mL) at 50° C. The mixture was stirred for 1 hour and then concentrated. The residue was dissolved in EtOH and acidified with 5 N HCl (˜pH 2). The mixture was heated at 120° C. fo... Starting materials: FC1=CC(=CC=C1)I (1-fluoro-3-iodobenzene), [Mg+2].[Cl-].[Cl-] (MgCl2), S1C=C(C2=C1C=CC=C2)C=O (1-benzothiophene-3-carbaldehyde). Reagents/catalysts: C=1C=CC(=CC1)/C=C/C(=O)/C=C/C2=CC=CC=C2.C=1C=CC(=CC1)/C=C/C(=O)/C=C/C2=CC=CC=C2.[Pd] (bis(dibenzylideneacetone)palladium(0)), O1C(=CC=C1)P(C=1OC=CC1)C=1OC=CC1 (tri-2-furylphosphine). Solvent: C1CCOC1 (THF), C1CCOC1 (THF), [NH4+].[Cl-] (NH4Cl). Conditions: temperature 25 celsius, time 8 hour. The product is FC=1C=C(C=CC1)C=1SC2=C(C1C=O)C=CC=C2 (2-(3-fluorophenyl)-benzothiophene-3-carboxaldehyde). Yield: 76.1%. As a reaction SMILES: [S:1]1[C:5]2[CH:6]=[CH:7][CH:8]=[CH:9][C:4]=2[C:3]([CH:10]=[O:11])=[CH:2]1.[Mg+2].[Cl-].[Cl-].[F:15][C:16]1[CH:21]=[CH:20][CH:19]=[C:18](I)[CH:17]=1>C1COCC1.[NH4+].[Cl-].C1C=CC(/C=C/C(/C=C/C2C=CC=CC=2)=O)=CC=1.C1C=CC(/C=C/C(/C=C/C2C=CC=CC=2)=O)=CC=1.[Pd].O1C=CC=C1P(C1OC=CC=1)C1OC=CC=1>[F:15][C:16]1[CH:17]=[C:18]([C:2]2[S:1][C:5]3[CH:6]=[CH:7][CH:8]=[CH:9][C:4]=3[C:3]=2[CH:10]=[O:11])[CH:19]=[CH:20][CH:21]=1 |f:1.2.3,6.7,8.9.10|. Reported procedure: A dry, argon-filled Schlenk tube with a magnetic stirrer bar and septum is initially charged with 1-benzothiophene-3-carbaldehyde (163 mg, 1 mmol) in anhydrous THF (1 ml). After adding (TMP)2Zn.MgCl2 (3.16 ml, 1.2 mmol) at 25° C., the mixture is stirred for 1 h, then a solution of 1-fluoro-3-iodobenzene (311 mg, 1.4 mmol), bis(dibenzylideneacetone)palladium(0) (17 mg, 3 mol %) and tri-2-furylphosphine (14 mg, 6 mol %) in anhydrous THF (2 ml) is added dropwise and the mixture is stirred at 25° C.... The reactants are Cc1ccccc1, CC(=O)CC(C)C, O=c1[nH]c2cc(Cl)ccc2n1C1CCNCC1, C=C(C)n1c(=O)n(CCCCl)c2ccccc21, [I-], [Na+], [Na+], [Na+], O=C([O-])[O-], CC(C)OC(C)C. Product: C=C(C)n1c(=O)n(CCCN2CCC(n3c(=O)[nH]c4cc(Cl)ccc43)CC2)c2ccccc21. As a reaction SMILES: [CH3:50][c:51]1[cH:52][cH:53][cH:54][cH:55][cH:56]1.[CH3:57][CH:58]([CH3:59])[CH2:60][C:61](=[O:62])[CH3:63].[Cl:18][c:19]1[cH:20][c:21]2[c:22]([n:23]([CH:27]3[CH2:28][CH2:29][NH:30][CH2:31][CH2:32]3)[c:24](=[O:26])[nH:25]2)[cH:33][cH:34]1.[Cl:1][CH2:2][CH2:3][CH2:4][n:5]1[c:6](=[O:17])[n:7]([C:14](=[CH2:15])[CH3:16])[c:8]2[c:9]1[cH:10][cH:11][cH:12][cH:13]2.[I-:42].[Na+:35].[Na+:36].[Na+:41].[O-:37][C:38](=[O:39])[O-:40].[O:43]([CH:44]([CH3:45])[CH3:46])[CH:47]([CH3:48])[CH3:49]>>[CH2:2]([CH2:3][CH2:4][n:5]1[c:6](=[O:17])[n:7]([C:14](=[CH2:15])[CH3:16])[c:8]2[c:9]1[cH:10][cH:11][cH:12][cH:13]2)[N:30]1[CH2:29][CH2:28][CH:27]([n:23]2[c:22]3[c:21]([cH:20][c:19]([Cl:18])[cH:34][cH:33]3)[nH:25][c:24]2=[O:26])[CH2:32][CH2:31]1.